This data is from the Open Reaction Database (ORD), a public repository of structured organic reaction records. The task is: describe an organic reaction: reactants, conditions, products, and yield Reactants: ClC1=CC2=C(N(C(=N2)CCl)CCCS(=O)(=O)C)C=C1 (5-chloro-2-(chloromethyl)-1-(3-(methylsulfonyl)propyl)-1H-benzo[d]imidazole), C(C)(C)S(=O)(=O)C1=CNC2=CC=CC=C12 (3-(isopropylsulfonyl)-1H-indole), ClC1=CC2=C(N(C(=N2)CCl)CCCS(=O)(=O)C)C=C1 (5-chloro-2-(chloromethyl)-1-(3-(methylsulfonyl)propyl)-1H-benzo[d]imidazole). Yields the product ClC1=CC2=C(N(C(=N2)CN2C=C(C3=CC=CC=C23)S(=O)(=O)C(C)C)CCCS(=O)(=O)C)C=C1 (5-Chloro-1-[3-(methylsulfonyl)propyl]-2-{[3-(propan-2-ylsulfonyl)-1H-indol-1-yl]methyl}-1H-benzimidazole). Reaction SMILES: [Cl:1][C:2]1[CH:19]=[CH:18][C:5]2[N:6]([CH2:11][CH2:12][CH2:13][S:14]([CH3:17])(=[O:16])=[O:15])[C:7]([CH2:9]Cl)=[N:8][C:4]=2[CH:3]=1.[CH:20]([S:23]([C:26]1[C:34]2[C:29](=[CH:30][CH:31]=[CH:32][CH:33]=2)[NH:28][CH:27]=1)(=[O:25])=[O:24])([CH3:22])[CH3:21]>>[Cl:1][C:2]1[CH:19]=[CH:18][C:5]2[N:6]([CH2:11][CH2:12][CH2:13][S:14]([CH3:17])(=[O:16])=[O:15])[C:7]([CH2:9][N:28]3[C:29]4[C:34](=[CH:33][CH:32]=[CH:31][CH:30]=4)[C:26]([S:23]([CH:20]([CH3:22])[CH3:21])(=[O:24])=[O:25])=[CH:27]3)=[N:8][C:4]=2[CH:3]=1. Procedure details: The title compound was prepared in analogy to Example 1-2 by using 5-chloro-2-(chloromethyl)-1-(3-(methylsulfonyl)propyl)-1H-benzo[d]imidazole and 3-(isopropylsulfonyl)-1H-indole instead of 3-(methylsulfonyl)-1H-indole and 5-chloro-2-(chloromethyl)-1-(3-(methylsulfonyl)propyl)-1H-benzo[d]imidazole. The reactants are [Br-], CC(C)COC(=O)c1cccc2c(Br)cccc12, C1CCOC1, Cl, Fc1ccc([Mg+])cc1. The product is O=C(c1ccc(F)cc1)c1cccc2c(Br)cccc12. Reaction SMILES: [Br-:19].[Br:1][c:2]1[c:3]2[cH:4][cH:5][cH:6][c:7]([C:12]([O:14][CH2:13][CH:15]([CH3:16])[CH3:17])=[O:18])[c:8]2[cH:9][cH:10][cH:11]1.[CH2:29]1[O:30][CH2:31][CH2:32][CH2:33]1.[ClH:28].[F:20][c:21]1[cH:22][cH:23][c:24]([Mg+:27])[cH:25][cH:26]1>>[Br:1][c:2]1[c:3]2[cH:4][cH:5][cH:6][c:7]([C:12](=[O:14])[c:24]3[cH:23][cH:22][c:21]([F:20])[cH:26][cH:25]3)[c:8]2[cH:9][cH:10][cH:11]1. Reactants: Cl.C(C1=CC=CC=C1)(=O)OCC1CN2C1C1=CC(=C(C=C1CC2)OC)OC (1-(benzoyloxymethyl)-7,8-dimethoxy-1,4,5,9b-tetrahydro-2H-azeto[2,1-a]isoquinoline hydrochloride), Cl (hydrochloric acid). Solvent: C(C)O (ethanol). Product: Cl.OCC1CN2C1C1=CC(=C(C=C1CC2)OC)OC (1-(hydroxymethyl)-7,8-dimethoxy-1,4,5,9b-tetrahydro-2H-azeto[2,1-a]isoquinoline hydrochloride). Yield: 61.0%. RXN SMILES: [ClH:1].C([O:10][CH2:11][CH:12]1[CH:15]2[C:16]3[C:21]([CH2:22][CH2:23][N:14]2[CH2:13]1)=[CH:20][C:19]([O:24][CH3:25])=[C:18]([O:26][CH3:27])[CH:17]=3)(=O)C1C=CC=CC=1.Cl>C(O)C>[ClH:1].[OH:10][CH2:11][CH:12]1[CH:15]2[C:16]3[C:21]([CH2:22][CH2:23][N:14]2[CH2:13]1)=[CH:20][C:19]([O:24][CH3:25])=[C:18]([O:26][CH3:27])[CH:17]=3 |f:0.1,4.5|. Procedure details: 0.01 mole (3.22 g) of 1-(benzoyloxymethyl)-7,8-dimethoxy-1,4,5,9b-tetrahydro-2H-azeto[2,1-a]isoquinoline hydrochloride is boiled in a mixture of 50 ml of a 5% hydrochloric acid solution and 20 ml of ethanol for 2 hours. The mixture is evaporated and the evaporation residue is triturated with ether to yield the aimed compound with a melting point (after recrystallization from ethanol) of 219° to 221° C. (decomp.). Reactants: FC1=C(C=CC(=C1)F)C1=CN=C(S1)NC(=O)C12CC3CC(CC(C1)C3)C2 (N-[5-(2,4-difluorophenyl)-1,3-thiazol-2-yl]adamantane-1-carboxamide), BrCC1OCCCC1 (2-(bromomethyl)tetrahydro-2H-pyran), [H-].[Na+] (sodium hydride). Run in O1CCCC1.CN(C=O)C (tetrahydrofuran N,N-dimethylformamide), O (water). Yields the product C(C)(=O)[O-].[NH4+] (ammonium acetate), FC1=C(C=CC(=C1)F)C1=CN(/C(/S1)=N/C(=O)C12CC3CC(CC(C1)C3)C2)CC2OCCCC2 (N-[(2Z)-5-(2,4-difluorophenyl)-3-(tetrahydro-2H-pyran-2-ylmethyl)-1,3-thiazol-2(3H)-ylidene]adamantane-1-carboxamide). As a reaction SMILES: [F:1][C:2]1[CH:7]=[C:6]([F:8])[CH:5]=[CH:4][C:3]=1[C:9]1[S:13][C:12]([NH:14][C:15]([C:17]23[CH2:26][CH:21]4[CH2:22][CH:23]([CH2:25][CH:19]([CH2:20]4)[CH2:18]2)[CH2:24]3)=[O:16])=[N:11][CH:10]=1.Br[CH2:28][CH:29]1[CH2:34][CH2:33][CH2:32][CH2:31][O:30]1.[H-].[Na+]>O1CCCC1.CN(C)C=O.O>[C:15]([O-:30])(=[O:16])[CH3:17].[NH4+:11].[F:1][C:2]1[CH:7]=[C:6]([F:8])[CH:5]=[CH:4][C:3]=1[C:9]1[S:13]/[C:12](=[N:14]\[C:15]([C:17]23[CH2:26][CH:21]4[CH2:20][CH:19]([CH2:25][CH:23]([CH2:22]4)[CH2:24]2)[CH2:18]3)=[O:16])/[N:11]([CH2:28][CH:29]2[CH2:34][CH2:33][CH2:32][CH2:31][O:30]2)[CH:10]=1 |f:2.3,4.5,7.8|. Procedure: A mixture of Example 200C (120 mg, 0.32 mmol), 2-(bromomethyl)tetrahydro-2H-pyran (62 mg, 0.35 mmol) and sodium hydride (60% dispersion in oil) (16 mg, 0.38 mmol) in tetrahydrofuran/N,N-dimethylformamide (2:1) (1 mL) was heated at 150° C. in a microwave (Emrys Personal Chemistry) for 30 minutes. The mixture was diluted with water, and extracted with ethyl acetate. The organic extract was dried (Na2SO4), filtered and concentrated. Purification by preparative high pressure liquid chromotography on... Reactants: CC(C)(O)CCBr, CC(=O)SCC1CCC2C3=CC=C4CC(O[Si](C)(C)C(C)(C)C)CC(O[Si](C)(C)C(C)(C)C)C4(C)C3CCC12C, CO, [K+], C1CCOC1, [OH-]. Product: CC(C)(O)CCSCC1CCC2C3=CC=C4CC(O[Si](C)(C)C(C)(C)C)CC(O[Si](C)(C)C(C)(C)C)C4(C)C3CCC12C. RXN SMILES: [Br:41][CH2:42][CH2:43][C:44]([CH3:45])([OH:46])[CH3:47].[C:1]([CH3:2])([CH3:3])([CH3:4])[Si:5]([O:6][CH:7]1[CH2:8][CH:9]([O:31][Si:32]([CH3:33])([CH3:34])[C:35]([CH3:36])([CH3:37])[CH3:38])[CH2:10][C:11]2=[CH:12][CH:13]=[C:14]3[CH:15]4[CH2:16][CH2:17][CH:18]([CH2:26][S:27][C:28](=[O:29])[CH3:30])[C:19]4([CH3:20])[CH2:21][CH2:22][CH:23]3[C:24]12[CH3:25])([CH3:39])[CH3:40].[CH3:48][OH:49].[K+:51].[O:52]1[CH2:53][CH2:54][CH2:55][CH2:56]1.[OH-:50]>>[C:1]([CH3:2])([CH3:3])([CH3:4])[Si:5]([O:6][CH:7]1[CH2:8][CH:9]([O:31][Si:32]([CH3:33])([CH3:34])[C:35]([CH3:36])([CH3:37])[CH3:38])[CH2:10][C:11]2=[CH:12][CH:13]=[C:14]3[CH:15]4[CH2:16][CH2:17][CH:18]([CH2:26][S:27][CH2:42][CH2:43][C:44]([CH3:45])([OH:46])[CH3:47])[C:19]4([CH3:20])[CH2:21][CH2:22][CH:23]3[C:24]12[CH3:25])([CH3:39])[CH3:40]. Reactants: C1CCOC1, CCC(C)C1NC(=O)c2ccccc2C1=CC(=O)OC, Cl, [Li+], [OH-], O. Product: CCC(C)C1NC(=O)c2ccccc2C1=CC(=O)O. Reaction SMILES: [CH2:24]1[O:25][CH2:26][CH2:27][CH2:28]1.[CH:1]([CH3:2])([CH2:3][CH3:4])[CH:5]1[NH:6][C:7](=[O:20])[c:8]2[cH:9][cH:10][cH:11][cH:12][c:13]2[C:14]1=[CH:15][C:16](=[O:17])[O:18][CH3:19].[ClH:23].[Li+:22].[OH-:21].[OH2:29]>>[CH:1]([CH3:2])([CH2:3][CH3:4])[CH:5]1[NH:6][C:7](=[O:20])[c:8]2[cH:9][cH:10][cH:11][cH:12][c:13]2[C:14]1=[CH:15][C:16](=[O:17])[OH:18]. The solvent is C(Cl)Cl (DCM). Yield: 47.7%. Yields the product COCCCN1C(=NC2=C1C=C(C=C2)C(=O)OC)C2CNCCC2 (methyl 1-(3-methoxypropyl)-2-(piperidin-3-yl)-1H-benzo[d]imidazole-6-carboxylate). Run at time 1 hour. As a reaction SMILES: C(OC([N:8]1[CH2:13][CH2:12][CH2:11][CH:10]([C:14]2[N:18]([CH2:19][CH2:20][CH2:21][O:22][CH3:23])[C:17]3[CH:24]=[C:25]([C:28]([O:30][CH3:31])=[O:29])[CH:26]=[CH:27][C:16]=3[N:15]=2)[CH2:9]1)=O)(C)(C)C.C(O)(C(F)(F)F)=O>C(Cl)Cl>[CH3:23][O:22][CH2:21][CH2:20][CH2:19][N:18]1[C:17]2[CH:24]=[C:25]([C:28]([O:30][CH3:31])=[O:29])[CH:26]=[CH:27][C:16]=2[N:15]=[C:14]1[CH:10]1[CH2:11][CH2:12][CH2:13][NH:8][CH2:9]1. Starting materials: C(C)(C)(C)OC(=O)N1CC(CCC1)C1=NC2=C(N1CCCOC)C=C(C=C2)C(=O)OC (methyl 2-(1-(tert-butoxycarbonyl)piperidin-3-yl)-1-(3-methoxypropyl)-1H-benzo[d]imidazole-6-carboxylate), C(=O)(C(F)(F)F)O (TFA). Procedure: Methyl 2-(1-(tert-bu toxycarbonyl)piperidin-3-yl)-1-(3-methoxypropyl)-1H-benzo[d]imidazole-6-carboxylate (43B) (3.10 mmol, 1.25 g) in DCM (10 mL) was added TFA (2 mL). The reaction solution was stirred at rt for 1 hr and then concentrated in vacuo. The residue was purified by preparative LC/MS (15-40% CH3CN in H2O) to afford methyl 1-(3-methoxypropyl)-2-(piperidin-3-yl)-1H-benzo[d]imidazole-6-carboxylate (43C) (1.48 mmol, 490 mg, yield: 47.7%). ESI-MS: m/z 332.4 (M+H)+.